Dataset: the Open Reaction Database (ORD), a public repository of structured organic reaction records. Task: describe an organic reaction: reactants, conditions, products, and yield Reported procedure: A mixture of the 5-[(1-acetylpiperidin-3-yl)oxy]-4-methyl-1H-indazole (55.1 mg, 0.202 mmol) obtained in Example 455, lithium aluminum hydride (40 mg, 1.1 mmol) and tetrahydrofuran (2 ml) was stirred at 80° C. for 2.5 hours. The reaction mixture was ice-cooled, followed by adding thereto water (0.04 ml), a 2N-aqueous sodium hydroxide solution (0.08 ml) and water (0.12 ml) in that order. The precipitate was removed by filtration and the solvent was distilled off. Thereafter, the residue oil was pu... The solvent is O (water), O (water). The yield is 26.7%. Conditions: temperature 80 celsius, time 2.5 hour. Product: C(C)N1CC(CCC1)OC=1C(=C2C=NNC2=CC1)C (5-[(1-ethylpiperidin-3-yl)oxy]-4-methyl-1H-indazole). Reactants: C(C)(=O)N1CC(CCC1)OC=1C(=C2C=NNC2=CC1)C (5-[(1-acetylpiperidin-3-yl)oxy]-4-methyl-1H-indazole), [H-].[Al+3].[Li+].[H-].[H-].[H-] (lithium aluminum hydride), O1CCCC1 (tetrahydrofuran), [OH-].[Na+] (sodium hydroxide). RXN SMILES: [C:1]([N:4]1[CH2:9][CH2:8][CH2:7][CH:6]([O:10][C:11]2[C:12]([CH3:20])=[C:13]3[C:17](=[CH:18][CH:19]=2)[NH:16][N:15]=[CH:14]3)[CH2:5]1)(=O)[CH3:2].[H-].[Al+3].[Li+].[H-].[H-].[H-].O1CCCC1.[OH-].[Na+]>O>[CH2:1]([N:4]1[CH2:9][CH2:8][CH2:7][CH:6]([O:10][C:11]2[C:12]([CH3:20])=[C:13]3[C:17](=[CH:18][CH:19]=2)[NH:16][N:15]=[CH:14]3)[CH2:5]1)[CH3:2] |f:1.2.3.4.5.6,8.9|. Reactants: O (water), C(C)(=O)C1=CC=NC=C1 (4-Acetyl pyridine), triethylphosphonoacetate, C[Si](C)(C)[N-][Si](C)(C)C.[Li+] (lithium bis(trimethylsilyl)amide), C1CCOC1 (THF). Product: CC(=CC(=O)OCC)C1=CC=NC=C1 (Ethyl 3-methyl-3-pyridin-4-ylprop-2-enoate). Reaction SMILES: [C:1]([C:4]1[CH:9]=[CH:8][N:7]=[CH:6][CH:5]=1)(=O)[CH3:2].C[Si]([N-][Si](C)(C)C)(C)C.[Li+].[OH2:20].[CH2:21]1[CH2:25][O:24][CH2:23][CH2:22]1>>[CH3:2][C:1]([C:4]1[CH:9]=[CH:8][N:7]=[CH:6][CH:5]=1)=[CH:22][C:23]([O:24][CH2:25][CH3:21])=[O:20] |f:1.2|. Procedure details: 4-Acetyl pyridine (9 ml, 83 mmol) was added to a cooled solution of triethylphosphonoacetate (16.5 ml, 83 mmol) and lithium bis(trimethylsilyl)amide (1 M in THF, 90 ml, 90 mmol) in THF (100 ml) at 0° C. The mixture was allowed to warm to room temperature and poured into water. The mixture was extracted with EtOAc. The organic layers were dried and evaporated in vacuo. The crude product was purified by chromatography eluting with 30-50% EtOAc in hexane to give the product as a yellow oil. M/z 192... Reactants: CCO, [Na+], CCOC(=O)C(C)Oc1ccc(C2CCOCC2)cc1, [OH-]. Product: CC(Oc1ccc(C2CCOCC2)cc1)C(=O)O. Reaction SMILES: [CH3:23][CH2:24][OH:25].[Na+:22].[O:1]1[CH2:2][CH2:3][CH:4]([c:7]2[cH:8][cH:9][c:10]([O:11][CH:12]([C:13](=[O:14])[O:15][CH2:16][CH3:17])[CH3:18])[cH:19][cH:20]2)[CH2:5][CH2:6]1.[OH-:21]>>[O:1]1[CH2:2][CH2:3][CH:4]([c:7]2[cH:8][cH:9][c:10]([O:11][CH:12]([C:13](=[O:14])[OH:15])[CH3:18])[cH:19][cH:20]2)[CH2:5][CH2:6]1. Reaction SMILES: Cl.[Si:2]([O:19][CH2:20][C:21]1[C:22]([O:32][CH3:33])=[N:23][C:24]([CH:27](OC)[O:28]C)=[CH:25][CH:26]=1)([C:15]([CH3:18])([CH3:17])[CH3:16])([C:9]1[CH:14]=[CH:13][CH:12]=[CH:11][CH:10]=1)[C:3]1[CH:8]=[CH:7][CH:6]=[CH:5][CH:4]=1.O>O1CCCC1>[Si:2]([O:19][CH2:20][C:21]1[CH:26]=[CH:25][C:24]([CH:27]=[O:28])=[N:23][C:22]=1[O:32][CH3:33])([C:15]([CH3:18])([CH3:17])[CH3:16])([C:9]1[CH:10]=[CH:11][CH:12]=[CH:13][CH:14]=1)[C:3]1[CH:4]=[CH:5][CH:6]=[CH:7][CH:8]=1. Starting materials: Cl (hydrochloric acid), [Si](C1=CC=CC=C1)(C1=CC=CC=C1)(C(C)(C)C)OCC=1C(=NC(=CC1)C(OC)OC)OC (3-({[tert-butyl(diphenyl)silyl]oxy}methyl)-6-(dimethoxymethyl)-2-methoxypyridine), O (water). Solvent: O1CCCC1 (tetrahydrofuran). Yield: 65.1%. Yields the product [Si](C1=CC=CC=C1)(C1=CC=CC=C1)(C(C)(C)C)OCC=1C=CC(=NC1OC)C=O (5-({[tert-butyl(diphenyl)silyl]oxy}methyl)-6-methoxypyridine-2-carbaldehyde). Run at temperature 60 celsius, time 2 hour. Procedure details: 1 M hydrochloric acid (40 mL) was added to a solution of 3-({[tert-butyl(diphenyl)silyl]oxy}methyl)-6-(dimethoxymethyl)-2-methoxypyridine (5.47 g) in tetrahydrofuran (40 mL), and the mixture was stirred at 60° C. for two hours. The reaction solution was poured into water, followed by extraction with ethyl acetate. The organic layer was washed with brine, dried over anhydrous magnesium sulfate and filtered. The solvent was then evaporated under reduced pressure. The residue was purified by silica... The reactants are O=C([O-])[O-], CCOCC, [K+], [K+], N#Cc1c(N)sc2c1CCOC2, CCC(C(=O)Cl)c1ccccc1. The product is CCC(C(=O)Nc1sc2c(c1C#N)CCOC2)c1ccccc1. RXN SMILES: [C:13](=[O:14])([O-:15])[O-:16].[CH2:31]([O:32][CH2:33][CH3:34])[CH3:35].[K+:17].[K+:18].[NH2:1][c:2]1[c:3]([C:11]#[N:12])[c:4]2[c:5]([s:10]1)[CH2:6][O:7][CH2:8][CH2:9]2.[c:19]1([CH:25]([C:26](=[O:27])[Cl:28])[CH2:29][CH3:30])[cH:20][cH:21][cH:22][cH:23][cH:24]1>>[NH:1]([c:2]1[c:3]([C:11]#[N:12])[c:4]2[c:5]([s:10]1)[CH2:6][O:7][CH2:8][CH2:9]2)[C:26]([CH:25]([c:19]1[cH:20][cH:21][cH:22][cH:23][cH:24]1)[CH2:29][CH3:30])=[O:27]. Starting materials: C(C1=CC=CC=C1)OC(NC=1C=C2CC(CC2=CC1)(C(=O)N)N)=O ((±)-benzyl[2-amino-2-(aminocarbonyl)-2,3-dihydro-1H-inden-5-yl]carbamate), C(C1=CC=CC=C1)OC(NC=1C=C2CC(CC2=CC1)(C(=O)N)N)=O ((±)-benzyl[2-amino-2-(aminocarbonyl)-2,3-dihydro-1H-inden-5-yl]carbamate), COC(OC)(OC)C1=CC=CC=C1 ((trimethoxymethyl)benzene). Solvent: C1(=CC=CC=C1)C (toluene). Yields the product C(C1=CC=CC=C1)OC(NC=1C=C2CC3(CC2=CC1)N=C(NC3=O)C3=CC=CC=C3)=O ((±)-Benzyl(5-oxo-2-phenyl-1,1′,3′,5-tetrahydrospiro[imidazole-4,2′-inden]-5′-yl)carbamate). RXN SMILES: [CH2:1]([O:8][C:9](=[O:24])[NH:10][C:11]1[CH:12]=[C:13]2[C:17](=[CH:18][CH:19]=1)[CH2:16][C:15]([NH2:23])([C:20]([NH2:22])=[O:21])[CH2:14]2)[C:2]1[CH:7]=[CH:6][CH:5]=[CH:4][CH:3]=1.CO[C:27]([C:32]1[CH:37]=[CH:36][CH:35]=[CH:34][CH:33]=1)(OC)OC>C1(C)C=CC=CC=1>[CH2:1]([O:8][C:9](=[O:24])[NH:10][C:11]1[CH:12]=[C:13]2[C:17](=[CH:18][CH:19]=1)[CH2:16][C:15]1([C:20](=[O:21])[NH:22][C:27]([C:32]3[CH:37]=[CH:36][CH:35]=[CH:34][CH:33]=3)=[N:23]1)[CH2:14]2)[C:2]1[CH:7]=[CH:6][CH:5]=[CH:4][CH:3]=1. Procedure details: A solution of (±)-benzyl[2-amino-2-(aminocarbonyl)-2,3-dihydro-1H-inden-5-yl]carbamate (described in Intermediate 1, 35.0 mg, 0.108 mmol) and (trimethoxymethyl)benzene (0.022 mL, 0.129 mmol) in toluene (5 mL) was heated at reflux for 7.5 h. The reaction mixture was concentrated under reduced pressure. The crude product was dissolved in DMSO (1 mL) and purified by HPLC using a reversed phase C18 column and eluting with a gradient of H2O:CH3CN:CF3CO2H—90:10:0.1 to 5:95:0.1. The pure, product-conta... Starting materials: [BH4-].[Na+] (sodium borohydride), p-toluene sulfonic acid(cat.amount), CN1C(=CC(C2=CC(=C(C=C12)F)F)=O)C(=O)O (1-Methyl-6,7-difluoro-1,4-dihydro-4-oxoquinoline carboxylic acid). Run in CO (methyl alcohol). Reaction conditions: temperature 0 celsius. Yields the product CN1CCC(C2=CC(=C(C=C12)F)F)=O (1-methyl-6,7-difluro-1,2,3,4-tetrahydro-4-oxoquinoline). The yield is 62.4%. Reaction SMILES: [CH3:1][N:2]1[C:11]2[C:6](=[CH:7][C:8]([F:13])=[C:9]([F:12])[CH:10]=2)[C:5](=[O:14])[CH:4]=[C:3]1C(O)=O.[BH4-].[Na+]>CO>[CH3:1][N:2]1[C:11]2[C:6](=[CH:7][C:8]([F:13])=[C:9]([F:12])[CH:10]=2)[C:5](=[O:14])[CH2:4][CH2:3]1 |f:1.2|. Procedure details: 1-Methyl-6,7-difluoro-1,4-dihydro-4-oxoquinoline carboxylic acid(7 g) was added to methyl alcohol(800 ml), and stirred at 0° C. After sodium borohydride(4.3 g) and p-toluene sulfonic acid(cat.amount) were added thereto, the reaction mixture was refuluxed for an hour, and the organic solvent was removed under reduced pressure. To the residue was added chloroform(500 ml), and it was washed twice with water (200 ml). The separated organic layer was dehydrated, and concentrated. The residue was soli...